From a dataset of the Open Reaction Database (ORD), a public repository of structured organic reaction records. describe an organic reaction: reactants, conditions, products, and yield The reactants are ClC1=C(C=C(C=C1)F)C1CCN(CC1)C(=O)C1=NNC=2CN(CCC21)C(=O)OC(C)(C)C (tert-butyl 3-(4-(2-chloro-5-fluorophenyl)piperidine-1-carbonyl)-4,5-dihydro-1H-pyrazolo[3,4-c]pyridine-6(7H)-carboxylate), Cl (HCl). Solvent: C(Cl)Cl (CH2Cl2). Reaction conditions: time 18 hour. Product: Cl.ClC1=C(C=C(C=C1)F)C1CCN(CC1)C(=O)C1=NNC=2CNCCC21 ((4-(2-Chloro-5-fluorophenyl)piperidin-1-yl)(4,5,6,7-tetrahydro-1H-pyrazolo[3,4-c]pyridin-3-yl)methanoneHydrochloride). The yield is 179.5%. RXN SMILES: [Cl:1][C:2]1[CH:7]=[CH:6][C:5]([F:8])=[CH:4][C:3]=1[CH:9]1[CH2:14][CH2:13][N:12]([C:15]([C:17]2[C:25]3[CH2:24][CH2:23][N:22](C(OC(C)(C)C)=O)[CH2:21][C:20]=3[NH:19][N:18]=2)=[O:16])[CH2:11][CH2:10]1.Cl>C(Cl)Cl>[ClH:1].[Cl:1][C:2]1[CH:7]=[CH:6][C:5]([F:8])=[CH:4][C:3]=1[CH:9]1[CH2:14][CH2:13][N:12]([C:15]([C:17]2[C:25]3[CH2:24][CH2:23][NH:22][CH2:21][C:20]=3[NH:19][N:18]=2)=[O:16])[CH2:11][CH2:10]1 |f:3.4|. Reported procedure: To a solution of tert-butyl 3-(4-(2-chloro-5-fluorophenyl) piperidine-1-carbonyl)-4,5-dihydro-1H-pyrazolo[3,4-c]pyridine-6(7H)-carboxylate (47, 57 mg, 0.12 mmol) in CH2Cl2 (2 mL) was added HCl (2N in Et2O, 2 mL). The mixture stirred for 18 h at ambient temperature. The reaction mixture was concentrated under reduced pressure to yield (4-(2-chloro-5-fluorophenyl)piperidin-1-yl)(4,5,6,7-tetrahydro-1H-pyrazolo[3,4-c]pyridin-3-yl)methanone hydrochloride (48) as a white solid (43 mg, 87%): 1H NMR (30... The reactants are C(C)(=O)CNC=1SC(=CN1)C1=CC=C(C=C1)C[C@@H](C(=O)OC)OCC (methyl 3-{4-[2-(acetylmethylamino)thiazol-5-yl]phenyl}-2(S)-ethoxypropanoate), [OH-].[Na+] (sodium hydroxide). Solvent: O (water), CO (methanol). The product is C(C)O[C@H](C(=O)O)CC1=CC=C(C=C1)C1=CN=C(S1)NC (2(S)-Ethoxy-3-[4-(2-methylaminothiazol-5-yl)phenyl]propanoic acid). RXN SMILES: C([CH2:4][NH:5][C:6]1[S:7][C:8]([C:11]2[CH:16]=[CH:15][C:14]([CH2:17][C@H:18]([O:23][CH2:24][CH3:25])[C:19]([O:21]C)=[O:20])=[CH:13][CH:12]=2)=[CH:9][N:10]=1)(=O)C.[OH-].[Na+]>CO.O>[CH2:24]([O:23][C@@H:18]([CH2:17][C:14]1[CH:13]=[CH:12][C:11]([C:8]2[S:7][C:6]([NH:5][CH3:4])=[N:10][CH:9]=2)=[CH:16][CH:15]=1)[C:19]([OH:21])=[O:20])[CH3:25] |f:1.2|. Procedure details: 0.6 g (1.6 mmol) of methyl 3-{4-[2-(acetylmethylamino)thiazol-5-yl]phenyl}-2(S)-ethoxypropanoate in 25 ml of methanol and 2.4 ml (2.4 mmol) of aqueous 1M sodium hydroxide solution are heated at 60° C. for 18 hours. The reaction medium is cooled, diluted with water, acidified to pH 4-5 and then extracted with ethyl acetate and n-butanol. The organic phase is washed with saturated sodium chloride solution, dried over magnesium sulfate, filtered and evaporated. The residue obtained is used in step ... The reactants are Cc1ccccc1, O=C(Cl)OC(Cl)(Cl)Cl, CC1(C)Cc2c(Cl)ccc(N)c2O1. Product: CC1(C)Cc2c(Cl)ccc(N=C=O)c2O1. As a reaction SMILES: [CH3:22][c:23]1[cH:24][cH:25][cH:26][cH:27][cH:28]1.[Cl:14][C:15](=[O:16])[O:17][C:18]([Cl:19])([Cl:20])[Cl:21].[NH2:1][c:2]1[cH:3][cH:4][c:5]([Cl:13])[c:6]2[c:10]1[O:9][C:8]([CH3:11])([CH3:12])[CH2:7]2>>[N:1]([c:2]1[cH:3][cH:4][c:5]([Cl:13])[c:6]2[c:10]1[O:9][C:8]([CH3:11])([CH3:12])[CH2:7]2)=[C:15]=[O:16]. Yields the product CC(C)(C)OC(=O)N1CCN(Cc2cnc3sc(-c4ccccc4N)nc3c2)CC1. RXN SMILES: [CH3:37][OH:38].[Cl-:33].[Fe:36].[N+:1]([O-:2])(=[O:3])[c:4]1[c:5](-[c:10]2[s:11][c:12]3[n:13][cH:14][c:15]([CH2:19][N:20]4[CH2:21][CH2:22][N:23]([C:26](=[O:27])[O:28][C:29]([CH3:30])([CH3:31])[CH3:32])[CH2:24][CH2:25]4)[cH:16][c:17]3[n:18]2)[cH:6][cH:7][cH:8][cH:9]1.[NH4+:34].[OH2:35]>>[NH2:1][c:4]1[c:5](-[c:10]2[s:11][c:12]3[n:13][cH:14][c:15]([CH2:19][N:20]4[CH2:21][CH2:22][N:23]([C:26](=[O:27])[O:28][C:29]([CH3:30])([CH3:31])[CH3:32])[CH2:24][CH2:25]4)[cH:16][c:17]3[n:18]2)[cH:6][cH:7][cH:8][cH:9]1. Reactants: CO, [Cl-], [Fe], CC(C)(C)OC(=O)N1CCN(Cc2cnc3sc(-c4ccccc4[N+](=O)[O-])nc3c2)CC1, [NH4+], O. The reactants are C(C1=CC=CC=C1)OP(OCCOC1=C(C=CC(=C1)NC1=NC=NC2=CC(=CC=C12)C1=NC=CC=C1C(F)(F)F)C(C)(C)C)(OCC1=CC=CC=C1)=O (phosphoric acid 2-{2-tert-butyl-5-[7-(3-trifluoromethyl-pyridin-2-yl)-quinazolin-4-ylamino]-phenoxy}-ethyl ester dibenzyl ester), [H][H] (hydrogen). The reagents and catalysts are [Pd] (Pd/C). Solvent: CO (methanol). Yields the product C(C)(C)(C)C1=C(OCCOP(O)(O)=O)C=C(C=C1)NC1=NC=NC2=CC(=CC=C12)C1=NC=CC=C1C(F)(F)F (Phosphoric acid mono-(2-{2-tert-butyl-5-[7-(3-trifluoromethyl-pyridin-2-yl)-quinazolin-4-ylamino]-phenoxy}-ethyl) ester). As a reaction SMILES: C([O:8][P:9](=[O:53])([O:45]CC1C=CC=CC=1)[O:10][CH2:11][CH2:12][O:13][C:14]1[CH:19]=[C:18]([NH:20][C:21]2[C:30]3[C:25](=[CH:26][C:27]([C:31]4[C:36]([C:37]([F:40])([F:39])[F:38])=[CH:35][CH:34]=[CH:33][N:32]=4)=[CH:28][CH:29]=3)[N:24]=[CH:23][N:22]=2)[CH:17]=[CH:16][C:15]=1[C:41]([CH3:44])([CH3:43])[CH3:42])C1C=CC=CC=1.[H][H]>CO.[Pd]>[C:41]([C:15]1[CH:16]=[CH:17][C:18]([NH:20][C:21]2[C:30]3[C:25](=[CH:26][C:27]([C:31]4[C:36]([C:37]([F:40])([F:39])[F:38])=[CH:35][CH:34]=[CH:33][N:32]=4)=[CH:28][CH:29]=3)[N:24]=[CH:23][N:22]=2)=[CH:19][C:14]=1[O:13][CH2:12][CH2:11][O:10][P:9](=[O:8])([OH:53])[OH:45])([CH3:44])([CH3:42])[CH3:43]. Reported procedure: Hydrogenate a mixture of phosphoric acid 2-{2-tert-butyl-5-[7-(3-trifluoromethyl-pyridin-2-yl)-quinazolin-4-ylamino]-phenoxy}-ethyl ester dibenzyl ester (65 mg) and 10% Pd/C (60 mg) in methanol under 1 atmosphere of hydrogen for 12 hours. Filter the mixture through Celite and evaporate to dryness to give the title compound. MS 563 (M+1). The reactants are Brc1nccs1, CC(=O)c1cccs1, [Li]CCCC, CCOCC, O. Reaction SMILES: [Br:6][c:7]1[s:8][cH:9][cH:10][n:11]1.[C:12]([CH3:13])(=[O:14])[c:15]1[s:16][cH:17][cH:18][cH:19]1.[CH2:1]([Li:2])[CH2:3][CH2:4][CH3:5].[CH3:21][CH2:22][O:23][CH2:24][CH3:25].[OH2:20]>>[c:7]1([C:12]([CH3:13])([OH:14])[c:15]2[s:16][cH:17][cH:18][cH:19]2)[s:8][cH:9][cH:10][n:11]1. Product: CC(O)(c1cccs1)c1nccs1. Reactants: ClC1=CC=C(C=C1)C1=NOC(=C1COC1=CC=C(C=N1)C(=O)N1CCS(CC1)(=O)=O)C ({6-[3-(4-chloro-phenyl)-5-methyl-isoxazol-4-ylmethoxy]-pyridin-3-yl}-(1,1-dioxo-1-thiomorpholin-4-yl)-methanone), C1=CC(=C[N+](=C1)[C@H]2[C@@H]([C@@H]([C@H](O2)COP(=O)(O)OP(=O)(O)OC[C@@H]3[C@H]([C@H]([C@@H](O3)N4C=NC5=C4N=CN=C5N)OP(=O)(O)O)O)O)O)C(=O)N (NADP), K+ phosphate, [Cl-].[Mg+2].[Cl-] (magnesium chloride), C1=CC(=C[N+](=C1)[C@H]2[C@@H]([C@@H]([C@H](O2)COP(=O)(O)OP(=O)(O)OC[C@@H]3[C@H]([C@H]([C@@H](O3)N4C=NC5=C4N=CN=C5N)OP(=O)(O)O)O)O)O)C(=O)N (NADP), suspension, C(C)#N (acetonitrile). Solvent: CS(=O)C (DMSO). The product is ClC1=CC=C(C=C1)C1=NOC(=C1COC1=CC=C(C=N1)C(=O)N1CCS(CC1)(=O)=O)CO ({6-[3-(4-Chloro-phenyl)-5-hydroxymethyl-isoxazol-4-ylmethoxy]-pyridin-3-yl}-(1,1-dioxo-1-thiomorpholin-4-yl)-methanone). Isolated yield 18.0%. RXN SMILES: [Cl:1][C:2]1[CH:7]=[CH:6][C:5]([C:8]2[C:12]([CH2:13][O:14][C:15]3[N:20]=[CH:19][C:18]([C:21]([N:23]4[CH2:28][CH2:27][S:26](=[O:30])(=[O:29])[CH2:25][CH2:24]4)=[O:22])=[CH:17][CH:16]=3)=[C:11]([CH3:31])[O:10][N:9]=2)=[CH:4][CH:3]=1.C1C=[N+]([C@@H]2[O:42][C@H](COP(OP(OC[C@H]3O[C@@H](N4C5N=CN=C(N)C=5N=C4)[C@H](OP(O)(O)=O)[C@@H]3O)(O)=O)(O)=O)[C@@H](O)[C@H]2O)C=C(C(N)=O)C=1.[Cl-].[Mg+2].[Cl-].C(#N)C>CS(C)=O>[Cl:1][C:2]1[CH:3]=[CH:4][C:5]([C:8]2[C:12]([CH2:13][O:14][C:15]3[N:20]=[CH:19][C:18]([C:21]([N:23]4[CH2:24][CH2:25][S:26](=[O:30])(=[O:29])[CH2:27][CH2:28]4)=[O:22])=[CH:17][CH:16]=3)=[C:11]([CH2:31][OH:42])[O:10][N:9]=2)=[CH:6][CH:7]=1 |f:2.3.4|. Procedure: A solution of {6-[3-(4-chloro-phenyl)-5-methyl-isoxazol-4-ylmethoxy]-pyridin-3-yl}-(1,1-dioxo-1-thiomorpholin-4-yl)-methanone (44.5 mg, 0.096 mmol) in DMSO (2 mL) was added to a suspension of CYP3A4 (800 nmol)) and NADP in a total volume of 1000 mL reaction buffer (823 mL 0.1M K+ phosphate buffer pH 7.4, 50 mL 1M trisodium citrate, 10 mL 1M magnesium chloride, 2.5 mL 20 mM NADP). The mixture was shaken in a 2 L baffled Erlenmeyer flask at 220 rpm at 27° C. for 4 h, by which time the ratio of sub... Starting materials: [N+](=O)(O)[O-] (HNO3), ClC1=C(C=CC(=C1)Cl)C=1C(=CC=2N(C1)C=CN2)C#N (6-(2,4-dichloro-phenyl)-imidazo[1,2-a]pyridine-7-carbonitrile), O (water). The solvent is OS(=O)(=O)O (H2SO4), OS(=O)(=O)O (H2SO4). Run at time 2 hour. Product: ClC1=C(C=CC(=C1)Cl)C=1C(=CC=2N(C1)C(=CN2)[N+](=O)[O-])C#N (6-(2,4-dichloro-phenyl)-3-nitro-imidazo[1,2-a]pyridine-7-carbonitrile). Reaction SMILES: [Cl:1][C:2]1[CH:7]=[C:6]([Cl:8])[CH:5]=[CH:4][C:3]=1[C:9]1[C:10]([C:18]#[N:19])=[CH:11][C:12]2[N:13]([CH:15]=[CH:16][N:17]=2)[CH:14]=1.[N+:20]([O-])([OH:22])=[O:21].O>OS(O)(=O)=O>[Cl:1][C:2]1[CH:7]=[C:6]([Cl:8])[CH:5]=[CH:4][C:3]=1[C:9]1[C:10]([C:18]#[N:19])=[CH:11][C:12]2[N:13]([C:15]([N+:20]([O-:22])=[O:21])=[CH:16][N:17]=2)[CH:14]=1. Reported procedure: To a solution of 6-(2,4-dichloro-phenyl)-imidazo[1,2-a]pyridine-7-carbonitrile (3.07 g, 6.10 mmol, prepared according to Example 3, Step 2.3) in concentrated H2SO4 (55 mL) was added a freshly prepared mixture of fuming HNO3 in H2SO4 (1:2, v/v, 2.55 mL) at RT. The reaction mixture was stirred at RT for 2 h then cautiously added to cold water (300 mL) and extracted with DCM (5×). The combined organic fractions were dried over Na2SO4, filtered, and evaporated to dryness to give the crude 6-(2,4-dic...